From a dataset of the Open Reaction Database (ORD), a public repository of structured organic reaction records. describe an organic reaction: reactants, conditions, products, and yield Starting materials: CC(=O)Cl, CC(C)=CCCC(C)CC=CC(C)=CC(=O)OC(C)C, CC(C)O. The product is CC(C=CCC(C)CCCC(C)(C)Cl)=CC(=O)OC(C)C. As a reaction SMILES: [CH3:1][C:2]([Cl:3])=[O:4].[CH3:5][C:6](=[CH:7][C:8](=[O:9])[O:10][CH:11]([CH3:12])[CH3:13])[CH:14]=[CH:15][CH2:16][CH:17]([CH2:18][CH2:19][CH:20]=[C:21]([CH3:22])[CH3:23])[CH3:24].[CH:25]([OH:26])([CH3:27])[CH3:28]>>[Cl:3][C:21]([CH2:20][CH2:19][CH2:18][CH:17]([CH2:16][CH:15]=[CH:14][C:6]([CH3:5])=[CH:7][C:8](=[O:9])[O:10][CH:11]([CH3:12])[CH3:13])[CH3:24])([CH3:22])[CH3:23].